This data is from the Open Reaction Database (ORD), a public repository of structured organic reaction records. The task is: describe an organic reaction: reactants, conditions, products, and yield Reactants: C(C)OC(=O)C=1C=NC2=C(C=CC=C2C1Cl)OC(F)(F)F (4-Chloro-8-trifluoromethoxy-quinoline-3-carboxylic acid ethyl ester), C1(CCCC1)N (cyclopentylamine). Product: C(C)OC(=O)C=1C=NC2=C(C=CC=C2C1NC1CCCC1)OC(F)(F)F (4-cyclopentylamino-8-trifluoromethoxy-quinoline-3-carboxylic acid ethyl ester). Reaction SMILES: [CH2:1]([O:3][C:4]([C:6]1[CH:7]=[N:8][C:9]2[C:14]([C:15]=1Cl)=[CH:13][CH:12]=[CH:11][C:10]=2[O:17][C:18]([F:21])([F:20])[F:19])=[O:5])[CH3:2].[CH:22]1([NH2:27])[CH2:26][CH2:25][CH2:24][CH2:23]1>>[CH2:1]([O:3][C:4]([C:6]1[CH:7]=[N:8][C:9]2[C:14]([C:15]=1[NH:27][CH:22]1[CH2:26][CH2:25][CH2:24][CH2:23]1)=[CH:13][CH:12]=[CH:11][C:10]=2[O:17][C:18]([F:21])([F:20])[F:19])=[O:5])[CH3:2]. Reported procedure: 4-Chloro-8-trifluoromethoxy-quinoline-3-carboxylic acid ethyl ester (250 mg, 0.94 mmol) was treated with cyclopentylamine following general procedure B to afford 4-cyclopentylamino-8-trifluoromethoxy-quinoline-3-carboxylic acid ethyl ester (220 mg). Thus obtained amino-ester was hydrolyzed to the corresponding acid using general procedure D and then transformed into the corresponding ethylamide (180 mg) following general procedure E. The above ethylamide (0.54 mmol) was subjected to reaction wit...